This data is from the Open Reaction Database (ORD), a public repository of structured organic reaction records. The task is: describe an organic reaction: reactants, conditions, products, and yield Reactants: C(C1=CC=CC=C1)OCCC=CC=CC1=CC=CC=C1 (1-benzyloxy-6-phenyl-3,5-hexadiene), [H][H] (hydrogen). The reagents and catalysts are [Pd] (palladium-on-carbon). Solvent: C(C)O (ethanol). Yields the product C1(=CC=CC=C1)CCCCCCO (6-phenylhexanol). Yield: 88.0%. RXN SMILES: C([O:8][CH2:9][CH2:10][CH:11]=[CH:12][CH:13]=[CH:14][C:15]1[CH:20]=[CH:19][CH:18]=[CH:17][CH:16]=1)C1C=CC=CC=1.[H][H]>C(O)C.[Pd]>[C:15]1([CH2:14][CH2:13][CH2:12][CH2:11][CH2:10][CH2:9][OH:8])[CH:20]=[CH:19][CH:18]=[CH:17][CH:16]=1. Procedure details: The whole of this 1-benzyloxy-6-phenyl-3,5-hexadiene was then treated with hydrogen in the presence of 250 mg of 5% w/w palladium-on-carbon in 40 ml ethanol at room temperature for 15 hours, the catalyst was removed by filtration and the filtrate was concentrated by distillation under reduced pressure. The resulting residue was purified by column chromatography through silica gel, using a 2:1 by volume mixture of hexane and ethyl acetate as the eluent, to give 1.14 g (yield 88%) of 6-phenylhexan... Product: ClC1=C2C=C(N(C2=CC=C1C#N)CC(F)(F)F)C=O (4-Chloro-2-formyl-1-(2,2,2-trifluoroethyl)-1H-indole-5-carbonitrile). Reagents/catalysts: O=[Mn]=O (MnO2), O=[Mn]=O (MnO2). Isolated yield 66.9%. Run at time 2 hour. Reactants: ClC1=C2C=C(N(C2=CC=C1C#N)CC(F)(F)F)CO (4-chloro-2-(hydroxymethyl)-1-(2,2,2-trifluoroethyl)-1H-indole-5-carbonitrile). Procedure details: To a solution of 4-chloro-2-(hydroxymethyl)-1-(2,2,2-trifluoroethyl)-1H-indole-5-carbonitrile (0.07 g, 0.24 mmol) in MeCN (3 mL) was added activated MnO2 (0.21 g, 2.42 mmol). The mixture was stirred at rt for 2 h. Additional MnO2 (0.11 g, 1.21 mmol) was added and stirred for 1 h. The solids were filtered off and washed with EtOAc, CH2Cl2 and MeOH. The filtrate was concentrated in vacuo and the residue was purified by radial chromatography (2-30% EtOAc-hexanes gradient) to afford the title compou... As a reaction SMILES: [Cl:1][C:2]1[C:10]([C:11]#[N:12])=[CH:9][CH:8]=[C:7]2[C:3]=1[CH:4]=[C:5]([CH2:18][OH:19])[N:6]2[CH2:13][C:14]([F:17])([F:16])[F:15]>CC#N.O=[Mn]=O>[Cl:1][C:2]1[C:10]([C:11]#[N:12])=[CH:9][CH:8]=[C:7]2[C:3]=1[CH:4]=[C:5]([CH:18]=[O:19])[N:6]2[CH2:13][C:14]([F:16])([F:17])[F:15]. The solvent is CC#N (MeCN). Reactants: [N+](=O)([O-])C=1C=C(C=CC1)S(=O)(=O)Cl (3-nitrobenzenesulfonyl chloride), NC=1C=C(C(=O)NC2=CC=CC=C2)C=CC1OC (3-amino-4-methoxy-N-phenyl-benzamide). Product: [N+](=O)([O-])C=1C=C(C=CC1)S(=O)(=O)NC=1C=C(C(=O)NC2=CC=CC=C2)C=CC1OC (3-(3-Nitro-benzenesulfonylamino)-4-methoxy-N-phenyl-benzamide). The yield is 82.4%. As a reaction SMILES: [N+:1]([C:4]1[CH:5]=[C:6]([S:10](Cl)(=[O:12])=[O:11])[CH:7]=[CH:8][CH:9]=1)([O-:3])=[O:2].[NH2:14][C:15]1[CH:16]=[C:17]([CH:27]=[CH:28][C:29]=1[O:30][CH3:31])[C:18]([NH:20][C:21]1[CH:26]=[CH:25][CH:24]=[CH:23][CH:22]=1)=[O:19]>>[N+:1]([C:4]1[CH:5]=[C:6]([S:10]([NH:14][C:15]2[CH:16]=[C:17]([CH:27]=[CH:28][C:29]=2[O:30][CH3:31])[C:18]([NH:20][C:21]2[CH:26]=[CH:25][CH:24]=[CH:23][CH:22]=2)=[O:19])(=[O:12])=[O:11])[CH:7]=[CH:8][CH:9]=1)([O-:3])=[O:2]. Procedure details: Prepared according to the procedure described for Example 121 using 3-nitrobenzenesulfonyl chloride (2.44 g, 10 mmol) and 3-amino-4-methoxy-N-phenyl-benzamide (2.43 g, 10.0 mmol) to afford the product (3.522 g); m.p. 208-210° C.